Dataset: the Open Reaction Database (ORD), a public repository of structured organic reaction records. Task: describe an organic reaction: reactants, conditions, products, and yield Reactants: O=C(O)c1ncc(Br)cn1, COCCOC, [Na+], [Na+], [Na+], O=C([O-])[O-], O, OB(O)c1ccccc1, O=C([O-])O. The product is O=C(O)c1ncc(-c2ccccc2)cn1. As a reaction SMILES: [Br:1][c:2]1[cH:3][n:4][c:5]([C:8](=[O:9])[OH:10])[n:6][cH:7]1.[CH3:25][O:26][CH2:27][CH2:28][O:29][CH3:30].[Na+:20].[Na+:31].[Na+:32].[O-:33][C:34](=[O:35])[O-:36].[OH2:37].[OH:11][B:12]([OH:13])[c:14]1[cH:15][cH:16][cH:17][cH:18][cH:19]1.[OH:21][C:22](=[O:23])[O-:24]>>[c:2]1(-[c:14]2[cH:15][cH:16][cH:17][cH:18][cH:19]2)[cH:3][n:4][c:5]([C:8](=[O:9])[OH:10])[n:6][cH:7]1.